This data is from the Open Reaction Database (ORD), a public repository of structured organic reaction records. The task is: describe an organic reaction: reactants, conditions, products, and yield Product: C(C)(C)(C)OCC1=CC=C(CCl)C=C1 (4-(t-Butoxymethyl)benzyl chloride). Isolated yield 45.0%. Procedure: A 5-gallon stirred pressure reactor was charged with p-hydroxymethylbenzyl chloride (600 g, 3.83 moles) in dichloromethane (6 liters). Concentrated sulfuric acid (60 mL) was charged to the reactor. Isobutylene gas was charged to the stirred solution for 2 hours at 10 psi. The temperature of the reaction was maintained at 20°-25° C. At the end of 24 hours the reaction was about 85% complete. The reaction mixture was diluted with water and the mixture adjusted to pH 7 by addition of 25% aqueous so... As a reaction SMILES: [OH:1][CH2:2][C:3]1[CH:10]=[CH:9][C:6]([CH2:7][Cl:8])=[CH:5][CH:4]=1.S(=O)(=O)(O)O.[CH3:16][C:17](=[CH2:19])[CH3:18].[OH-].[Na+]>ClCCl.O>[C:17]([O:1][CH2:2][C:3]1[CH:10]=[CH:9][C:6]([CH2:7][Cl:8])=[CH:5][CH:4]=1)([CH3:19])([CH3:18])[CH3:16] |f:3.4|. Solvent: ClCCl (dichloromethane), O (water). Reactants: S(O)(O)(=O)=O (sulfuric acid), [OH-].[Na+] (sodium hydroxide), OCC1=CC=C(CCl)C=C1 (p-hydroxymethylbenzyl chloride), CC(C)=C (Isobutylene). The reactants are S(=O)(=O)([O-])S(=O)[O-].[Na+].[Na+] (sodium pyrosulphite), C1C(CC)O1 (1,2-butylene oxide), C1(=CC=CC=C1)C[C@@H](C(=O)Cl)N1C(C=2C(C1=O)=CC=CC2)=O (3-phenyl-2(S)-phthalimidopropionyl chloride), [H][H] (hydrogen). Reagents/catalysts: [Pd] (Pd/C). Solvent: O (water), C1(=CC=CC=C1)C (toluene). Conditions: time 17 hour. Yields the product C(C1=CC=CC=C1)[C@@H](C=O)N1C(C2=CC=CC=C2C1=O)=O ((S)-α-benzyl-1,3-dioxo-2-isoindolineacetaldehyde). Yield: 70.0%. RXN SMILES: C1OC1CC.[C:6]1([CH2:12][C@H:13]([N:17]2[C:21](=[O:22])[C:20]3=[CH:23][CH:24]=[CH:25][CH:26]=[C:19]3[C:18]2=[O:27])[C:14](Cl)=[O:15])[CH:11]=[CH:10][CH:9]=[CH:8][CH:7]=1.[H][H].S(S([O-])=O)([O-])(=O)=O.[Na+].[Na+]>C1(C)C=CC=CC=1.O.[Pd]>[CH2:12]([C@H:13]([N:17]1[C:21](=[O:22])[C:20]2[C:19](=[CH:26][CH:25]=[CH:24][CH:23]=2)[C:18]1=[O:27])[CH:14]=[O:15])[C:6]1[CH:11]=[CH:10][CH:9]=[CH:8][CH:7]=1 |f:3.4.5|. Procedure: 1 mol of 1,2-butylene oxide and 23.5 g of Pd/C (5% Pd) were added to a solution of 0.5 mol of 3-phenyl-2(S)-phthalimidopropionyl chloride in 1200 ml of toluene. The suspension was hydrogenated at room temperature and atmospheric pressure while stirring vigorously for 17 hours, whereby 11.3 l of hydrogen were taken up. Thereafter, the suspension was filtered over a filter aid and the residue was washed with toluene. The filtrate and washings were combined and treated while stirring with a solutio... Starting materials: O=C(NOC(c1ccccc1)(c1ccccc1)c1ccccc1)C(CCCN1C(=O)c2ccccc2C1=O)NS(=O)(=O)c1ccc(-c2ccc(Cl)cc2)cc1, CC[SiH](CC)CC, ClCCl, O=C(O)C(F)(F)F. Product: O=C(NO)C(CCCN1C(=O)c2ccccc2C1=O)NS(=O)(=O)c1ccc(-c2ccc(Cl)cc2)cc1. As a reaction SMILES: [C:1]([c:2]1[cH:3][cH:4][cH:5][cH:6][cH:7]1)([c:8]1[cH:9][cH:10][cH:11][cH:12][cH:13]1)([c:14]1[cH:15][cH:16][cH:17][cH:18][cH:19]1)[O:20][NH:21][C:22]([CH:23]([CH2:24][CH2:25][CH2:26][N:27]1[C:28](=[O:37])[c:29]2[cH:30][cH:31][cH:32][cH:33][c:34]2[C:35]1=[O:36])[NH:38][S:39](=[O:40])(=[O:41])[c:42]1[cH:43][cH:44][c:45](-[c:48]2[cH:49][cH:50][c:51]([Cl:54])[cH:52][cH:53]2)[cH:46][cH:47]1)=[O:55].[CH2:56]([SiH:57]([CH2:58][CH3:59])[CH2:60][CH3:61])[CH3:62].[Cl:70][CH2:71][Cl:72].[OH:63][C:64]([C:65]([F:66])([F:67])[F:68])=[O:69]>>[OH:20][NH:21][C:22]([CH:23]([CH2:24][CH2:25][CH2:26][N:27]1[C:28](=[O:37])[c:29]2[cH:30][cH:31][cH:32][cH:33][c:34]2[C:35]1=[O:36])[NH:38][S:39](=[O:40])(=[O:41])[c:42]1[cH:43][cH:44][c:45](-[c:48]2[cH:49][cH:50][c:51]([Cl:54])[cH:52][cH:53]2)[cH:46][cH:47]1)=[O:55]. As a reaction SMILES: [CH2:4]([CH2:5][CH2:6][CH2:7][CH2:8][CH:9]=[CH2:10])[C:11]([C:12](=[O:13])[O:14][CH2:15][CH3:16])([C:17]([O:18][CH2:19][CH3:20])=[O:21])[CH2:22][CH2:23][CH2:24][CH2:25][C:26]([C:27]([C:28]([C:29]([F:30])([F:31])[F:32])([F:33])[F:34])([F:35])[F:36])([F:37])[F:38].[CH3:39][S:40](=[O:41])[CH3:42].[Cl-:2].[Li+:1].[OH2:3]>>[CH2:4]([CH2:5][CH2:6][CH2:7][CH2:8][CH:9]=[CH2:10])[CH:11]([C:12](=[O:13])[O:14][CH2:15][CH3:16])[CH2:22][CH2:23][CH2:24][CH2:25][C:26]([C:27]([C:28]([C:29]([F:30])([F:31])[F:32])([F:33])[F:34])([F:35])[F:36])([F:37])[F:38]. Product: C=CCCCCCC(CCCCC(F)(F)C(F)(F)C(F)(F)C(F)(F)F)C(=O)OCC. Reactants: C=CCCCCCC(CCCCC(F)(F)C(F)(F)C(F)(F)C(F)(F)F)(C(=O)OCC)C(=O)OCC, CS(C)=O, [Cl-], [Li+], O.